describe an organic reaction: reactants, conditions, products, and yield From a dataset of the Open Reaction Database (ORD), a public repository of structured organic reaction records. Starting materials: ClC1=NC(=NC(=C1)Cl)NCC1=CC=C(C=C1)Cl (4,6-dichloro-2-(p-chlorobenzylamino)pyrimidine), SCC(=O)OCC (ethyl mercaptoacetate), C([O-])(O)=O.[Na+] (sodium bicarbonate). Run in C(C)O (ethanol). Yields the product C(C)OC(CSC1=NC(=NC(=C1)Cl)NCC1=CC=C(C=C1)Cl)=O ((6-Chloro-2-(p-chlorobenzylamino)-4-pyrimidinylthio)acetic ethyl ester). As a reaction SMILES: Cl[C:2]1[CH:7]=[C:6]([Cl:8])[N:5]=[C:4]([NH:9][CH2:10][C:11]2[CH:16]=[CH:15][C:14]([Cl:17])=[CH:13][CH:12]=2)[N:3]=1.[SH:18][CH2:19][C:20]([O:22][CH2:23][CH3:24])=[O:21].C(=O)(O)[O-].[Na+]>C(O)C>[CH2:23]([O:22][C:20](=[O:21])[CH2:19][S:18][C:2]1[CH:7]=[C:6]([Cl:8])[N:5]=[C:4]([NH:9][CH2:10][C:11]2[CH:16]=[CH:15][C:14]([Cl:17])=[CH:13][CH:12]=2)[N:3]=1)[CH3:24] |f:2.3|. Procedure details: A stirred mixture of 3.25 g. of 4,6-dichloro-2-(p-chlorobenzylamino)pyrimidine, 1.35 g. of ethyl mercaptoacetate and 0.95 g. of sodium bicarbonate in 50 ml. of ethanol was heated under reflux overnight. The reaction mixture was filtered. A crystalline material was deposited which amounted to 2.7 g., m.p. 122°-125°C. The analytical sample was obtained by recrystallization from ethanol, m.p. 122°-125°C.